This data is from the Open Reaction Database (ORD), a public repository of structured organic reaction records. The task is: describe an organic reaction: reactants, conditions, products, and yield Starting materials: resultant solution, COCCNC(=O)C1=CC=C(C=C1)C1=CC=C(C=C1)C[C@H](CC(=O)N1C[C@@H](CCC1)C1=NC2=C(N1CCCOC)C=CC=C2)NC(OC(C)(C)C)=O (tert-butyl (R)-1-(4′-(2-methoxyethylcarbamoyl)biphenyl-4-yl)-4-((R)-3-(1-(3-methoxypropyl)-1H-benzo[d]imidazol-2-yl)piperidin-1-yl)-4-oxobutan-2-ylcarbamate), ClCCl (Dichloromethane), FC(C(=O)O)(F)F (trifluoroacetic acid), resultant solution. Reported procedure: tert-butyl (R)-1-(4′-(2-methoxyethylcarbamoyl)biphenyl-4-yl)-4-((R)-3-(1-(3-methoxypropyl)-1H-benzo[d]imidazol-2-yl)piperidin-1-yl)-4-oxobutan-2-ylcarbamate (86B) (0.053 mmoles, 0.038 g) was added to a 10 mL round-bottomed flask equipped for stirring under nitrogen. Dichloromethane (1 mL) and trifluoroacetic acid (1 mL) were then added and the resultant solution was allowed to stir under nitrogen for 4 hrs. The solvent was removed in-vacuo affording a clear colored oil. This oil was re-dissolved... Solvent: O (water), CC#N (CH3CN), CO (Methanol). Product: N[C@H](CC1=CC=C(C=C1)C1=CC=C(C=C1)C(=O)NCCOC)CC(=O)N1C[C@@H](CCC1)C1=NC2=C(N1CCCOC)C=CC=C2 (4′-((R)-2-amino-4-((R)-3-(1-(3-methoxypropyl)-1H-benzo[d]imidazol-2-yl)piperidin-1-yl)-4-oxobutyl)-N-(2-methoxyethyl)biphenyl-4-carboxamide), FC(C(=O)O)(F)F (trifluoroacetic acid). Reaction SMILES: [CH3:1][O:2][CH2:3][CH2:4][NH:5][C:6]([C:8]1[CH:13]=[CH:12][C:11]([C:14]2[CH:19]=[CH:18][C:17]([CH2:20][C@@H:21]([NH:45]C(=O)OC(C)(C)C)[CH2:22][C:23]([N:25]3[CH2:30][CH2:29][CH2:28][C@@H:27]([C:31]4[N:35]([CH2:36][CH2:37][CH2:38][O:39][CH3:40])[C:34]5[CH:41]=[CH:42][CH:43]=[CH:44][C:33]=5[N:32]=4)[CH2:26]3)=[O:24])=[CH:16][CH:15]=2)=[CH:10][CH:9]=1)=[O:7].ClCCl.[F:56][C:57]([F:62])([F:61])[C:58]([OH:60])=[O:59]>CO.CC#N.O>[NH2:45][C@@H:21]([CH2:22][C:23]([N:25]1[CH2:30][CH2:29][CH2:28][C@@H:27]([C:31]2[N:35]([CH2:36][CH2:37][CH2:38][O:39][CH3:40])[C:34]3[CH:41]=[CH:42][CH:43]=[CH:44][C:33]=3[N:32]=2)[CH2:26]1)=[O:24])[CH2:20][C:17]1[CH:16]=[CH:15][C:14]([C:11]2[CH:12]=[CH:13][C:8]([C:6]([NH:5][CH2:4][CH2:3][O:2][CH3:1])=[O:7])=[CH:9][CH:10]=2)=[CH:19][CH:18]=1.[F:56][C:57]([F:62])([F:61])[C:58]([OH:60])=[O:59]. The reactants are [B-](F)(F)(F)F.CCOC(=O)C(=NOC(=[N+](C)C)N(C)C)C#N (TOTU), C(C)(C)N(C(C)C)CC (N,N-diisopropylethylamine), BrC1=CC(=C(S1)C(=O)O)NC(=O)OC(C)(C)C (5-bromo-3-tert-butoxycarbonylaminothiophene-2-carboxylic acid), CONC1=CC=C(C=C1)OCCN1CCCC1 (methoxy-4-(2-pyrrolidin-1-ylethoxy)phenylamine). Solvent: CN(C)C=O (DMF), C(C)(=O)OCC (Ethyl acetate). Reaction conditions: time 8 hour. Product: C(C)(C)(C)OC(NC1=C(SC(=C1)Br)C(NC1=CC(=C(C=C1)OCCN1CCCC1)OC)=O)=O ({5-Bromo-2-[3-methoxy-4-(2-pyrrolidin-1-ylethoxy)phenylcarbamoyl]thiophen-3-yl}carbamic acid tert-butyl ester). RXN SMILES: [B-](F)(F)(F)F.C[CH2:7][O:8][C:9]([C:11]([C:21]#[N:22])=NOC(N(C)C)=[N+](C)C)=O.C(N(CC)C(C)C)(C)C.[Br:32][C:33]1[S:37][C:36]([C:38]([OH:40])=O)=[C:35]([NH:41][C:42]([O:44][C:45]([CH3:48])([CH3:47])[CH3:46])=[O:43])[CH:34]=1.CONC1C=C[C:55]([O:58][CH2:59][CH2:60][N:61]2[CH2:65][CH2:64][CH2:63][CH2:62]2)=[CH:54][CH:53]=1>CN(C=O)C.C(OCC)(=O)C>[C:45]([O:44][C:42](=[O:43])[NH:41][C:35]1[CH:34]=[C:33]([Br:32])[S:37][C:36]=1[C:38](=[O:40])[NH:22][C:21]1[CH:53]=[CH:54][C:55]([O:58][CH2:59][CH2:60][N:61]2[CH2:62][CH2:63][CH2:64][CH2:65]2)=[C:9]([O:8][CH3:7])[CH:11]=1)([CH3:48])([CH3:47])[CH3:46] |f:0.1|. Procedure details: TOTU (327.3 mg) and N,N-diisopropylethylamine (122.8 mg) were added to a mixture of 5-bromo-3-tert-butoxycarbonylaminothiophene-2-carboxylic acid (306.1 mg), methoxy-4-(2-pyrrolidin-1-ylethoxy)phenylamine (224.5 mg) in DMF (3.8 mL). The reaction mixture was stirred at room temperature overnight. Ethyl acetate was then added, and the organic phase was washed with 10% strength citric acid and saturated sodium bicarbonate solution. The organic phase was dried over sodium sulfate and concentrated. T... Starting materials: ClC(Cl)(Cl)Br, CCCC[N+](CCCC)(CCCC)CCCC, [F-], O, O, O, C#Cc1ccccc1. Product: BrC#Cc1ccccc1. Reaction SMILES: [Br:9][C:10]([Cl:11])([Cl:12])[Cl:13].[CH2:18]([N+:19]([CH2:20][CH2:21][CH2:22][CH3:23])([CH2:24][CH2:25][CH2:26][CH3:27])[CH2:28][CH2:29][CH2:30][CH3:31])[CH2:32][CH2:33][CH3:34].[F-:17].[OH2:14].[OH2:15].[OH2:16].[c:1]1([C:7]#[CH:8])[cH:2][cH:3][cH:4][cH:5][cH:6]1>>[c:1]1([C:7]#[C:8][Br:9])[cH:2][cH:3][cH:4][cH:5][cH:6]1. Reactants: ClC1=C(C(=CC(=C1)CNC(=NC(CC1=CNC2=CC=C(C=C12)OC)=O)N)Cl)NC(C)=O (N-(2,6-Dichloro-4-{N′-[2-(5-methoxy-1H-indol-3-yl)-acetyl]-guanidinomethyl}-phenyl)-acetamide), ClN(CC1=CC=CC=C1)Cl (dichlorobenzyl amine), ( B ). Yields the product ClC=1C=C(CNC(=N)NC(CC2=CNC3=CC=C(C=C23)OC)=O)C=C(C1)Cl (N-(3,5-Dichloro-benzyl)-N′-[2-(5-methoxy-1H-indol-3-yl)-acetyl]-guanidine). As a reaction SMILES: [Cl:1][C:2]1[CH:7]=[C:6]([CH2:8][NH:9][C:10]([NH2:26])=[N:11][C:12](=[O:25])[CH2:13][C:14]2[C:22]3[C:17](=[CH:18][CH:19]=[C:20]([O:23][CH3:24])[CH:21]=3)[NH:16][CH:15]=2)[CH:5]=[C:4]([Cl:27])[C:3]=1NC(=O)C.ClN(Cl)CC1C=CC=CC=1>>[Cl:1][C:2]1[CH:7]=[C:6]([CH:5]=[C:4]([Cl:27])[CH:3]=1)[CH2:8][NH:9][C:10]([NH:11][C:12](=[O:25])[CH2:13][C:14]1[C:22]2[C:17](=[CH:18][CH:19]=[C:20]([O:23][CH3:24])[CH:21]=2)[NH:16][CH:15]=1)=[NH:26]. Procedure details: In a manner similar to that used in the preparation of the compound of example 2, but using dichlorobenzyl amine in step 3 (B), the title compound was prepared. MS (ESI) (M+H)+=405.28. 1H-NMR (500 MHz, CDCl3) δ 8.25 (d, 1H), 7.64 (s, 1 H), 7.53 (s, 1 H), 7.09 (s, 1 H), 6.88 (s, 2 H), 6.84 (bs, 4 H), 6.62 (d, 1 H), 4.37 (s, 2 H), 4.13 (s, 2 H), 3.89 (s, 3 H). Starting materials: C1CCOC1, CC(C)(C)[O-], COc1ccc(CN2C(=O)CN=C(c3ccc(OC)cc3)c3cc(Cl)ccc32)cc1, Clc1ccccc1CBr, [K+]. Yields the product COc1ccc(CN2C(=O)C(Cc3ccccc3Cl)N=C(c3ccc(OC)cc3)c3cc(Cl)ccc32)cc1. Reaction SMILES: [CH2:46]1[O:47][CH2:48][CH2:49][CH2:50]1.[CH3:31][C:32]([CH3:33])([O-:34])[CH3:35].[Cl:1][c:2]1[cH:3][c:4]2[c:5]([cH:29][cH:30]1)[N:6]([CH2:20][c:21]1[cH:22][cH:23][c:24]([O:27][CH3:28])[cH:25][cH:26]1)[C:7](=[O:19])[CH2:8][N:9]=[C:10]2[c:11]1[cH:12][cH:13][c:14]([O:17][CH3:18])[cH:15][cH:16]1.[Cl:37][c:38]1[c:39]([CH2:40][Br:41])[cH:42][cH:43][cH:44][cH:45]1.[K+:36]>>[Cl:1][c:2]1[cH:3][c:4]2[c:5]([cH:29][cH:30]1)[N:6]([CH2:20][c:21]1[cH:22][cH:23][c:24]([O:27][CH3:28])[cH:25][cH:26]1)[C:7](=[O:19])[CH:8]([CH2:40][c:39]1[c:38]([Cl:37])[cH:45][cH:44][cH:43][cH:42]1)[N:9]=[C:10]2[c:11]1[cH:12][cH:13][c:14]([O:17][CH3:18])[cH:15][cH:16]1. Reactants: OC1=CC(=NN1C)C(F)(F)F (5-Hydroxy-1-methyl-3-trifluoromethylpyrazole), C([O-])([O-])=O.[K+].[K+] (potassium carbonate), FC=1C=C(C=CC1[N+](=O)[O-])C (3-Fluoro-4-nitrotoluene). The solvent is CS(=O)C (dimethylsulfoxide). Conditions: temperature 70 celsius. The product is CC=1C=CC(=C(C1)OC1=CC(=NN1C)C(F)(F)F)[N+](=O)[O-] (5-Methyl1-[1-methyl-3-(trifluoromethyl)-1H-pyrazol-5-yl]oxy-2-nitrobenzene). Isolated yield 41.2%. Reaction SMILES: [OH:1][C:2]1[N:6]([CH3:7])[N:5]=[C:4]([C:8]([F:11])([F:10])[F:9])[CH:3]=1.C(=O)([O-])[O-].[K+].[K+].F[C:19]1[CH:20]=[C:21]([CH3:28])[CH:22]=[CH:23][C:24]=1[N+:25]([O-:27])=[O:26]>CS(C)=O>[CH3:28][C:21]1[CH:20]=[CH:19][C:24]([N+:25]([O-:27])=[O:26])=[C:23]([O:1][C:2]2[N:6]([CH3:7])[N:5]=[C:4]([C:8]([F:11])([F:10])[F:9])[CH:3]=2)[CH:22]=1 |f:1.2.3|. Procedure: 5-Hydroxy-1-methyl-3-trifluoromethylpyrazole (8.30 g, 50 mmol) and powdered potassium carbonate (8.29 g, 60 mmol) were stirred together in dimethylsulfoxide (40 ml) for 30 minutes. 3-Fluoro-4-nitrotoluene (7.76 g, 50 mmol) was added and the mixture heated at 70° C. for 17 h, then cooled to room temperature. The mixture was partitioned between diethyl ether and water, the ethereal extract washed with water and brine, dried over magnesium sulfate, filtered and the filtrate evaporated. The residue ... Starting materials: CC(C)(C)[Si](C)(C)OCCCCI, [Li]CCCC, COCCOC, CCCCCC, O=S(=O)(Cc1cc(F)ccc1F)c1ccc(Cl)cc1, O. The product is CC(C)(C)[Si](C)(C)OCCCCC(c1cc(F)ccc1F)S(=O)(=O)c1ccc(Cl)cc1. RXN SMILES: [C:31]([CH3:32])([CH3:33])([CH3:34])[Si:35]([O:36][CH2:37][CH2:38][CH2:39][CH2:40][I:41])([CH3:42])[CH3:43].[CH2:1]([Li:2])[CH2:3][CH2:4][CH3:5].[CH2:45]([CH2:46][O:47][CH3:48])[O:49][CH3:50].[CH3:6][CH2:7][CH2:8][CH2:9][CH2:10][CH3:11].[Cl:12][c:13]1[cH:14][cH:15][c:16]([S:19](=[O:20])(=[O:21])[CH2:22][c:23]2[c:24]([F:30])[cH:25][cH:26][c:27]([F:29])[cH:28]2)[cH:17][cH:18]1.[OH2:44]>>[Cl:12][c:13]1[cH:14][cH:15][c:16]([S:19](=[O:20])(=[O:21])[CH:22]([c:23]2[c:24]([F:30])[cH:25][cH:26][c:27]([F:29])[cH:28]2)[CH2:40][CH2:39][CH2:38][CH2:37][O:36][Si:35]([C:31]([CH3:32])([CH3:33])[CH3:34])([CH3:42])[CH3:43])[cH:17][cH:18]1.